From a dataset of the Open Reaction Database (ORD), a public repository of structured organic reaction records. describe an organic reaction: reactants, conditions, products, and yield Reactants: FC1=C(C=C(C=C1)NC(C1=NC=C(C=C1)F)=O)[C@@]12N=C(SC[C@@H]1CCO2)NC(OC(C)(C)C)=O (tert-butyl ((4aR,7aR)-7a-(2-fluoro-5-(5-fluoropicolinamido)phenyl)-4a,5,6,7a-tetrahydro-4H-furo[2,3-d][1,3]thiazin-2-yl)carbamate), C(=O)(C(F)(F)F)O (TFA). The solvent is C(Cl)Cl (DCM). Yields the product NC=1SC[C@H]2[C@@](N1)(OCC2)C=2C=C(C=CC2F)NC(C2=NC=C(C=C2)F)=O (N-(3-((4aR,7aR)-2-amino-4a,5,6,7a-tetrahydro-4H-furo[2,3-d][1,3]thiazin-7a-yl)-4-fluorophenyl)-5-fluoropicolinamide). Isolated yield 149.4%. As a reaction SMILES: [F:1][C:2]1[CH:7]=[CH:6][C:5]([NH:8][C:9](=[O:17])[C:10]2[CH:15]=[CH:14][C:13]([F:16])=[CH:12][N:11]=2)=[CH:4][C:3]=1[C@:18]12[O:26][CH2:25][CH2:24][C@H:23]1[CH2:22][S:21][C:20]([NH:27]C(=O)OC(C)(C)C)=[N:19]2.C(O)(C(F)(F)F)=O>C(Cl)Cl>[NH2:27][C:20]1[S:21][CH2:22][C@@H:23]2[CH2:24][CH2:25][O:26][C@:18]2([C:3]2[CH:4]=[C:5]([NH:8][C:9](=[O:17])[C:10]3[CH:15]=[CH:14][C:13]([F:16])=[CH:12][N:11]=3)[CH:6]=[CH:7][C:2]=2[F:1])[N:19]=1. Reported procedure: A solution of tert-butyl ((4aR,7aR)-7a-(2-fluoro-5-(5-fluoropicolinamido)phenyl)-4a,5,6,7a-tetrahydro-4H-furo[2,3-d][1,3]thiazin-2-yl)carbamate (6 mg, 0.012 mmol) and TFA (18.85 μL, 0.245 mmol) in DCM (122 μL) was stirred at rt for 3 h. The solvents were removed to give N-(3-((4aR,7aR)-2-amino-4a,5,6,7a-tetrahydro-4H-furo[2,3-d][1,3]thiazin-7a-yl)-4-fluorophenyl)-5-fluoropicolinamide (7 mg) as its TFA salt. 1H NMR (500 MHz, CHLOROFORM-d) δ 9.83 (s, 1H), 8.48 (d, J=2.7 Hz, 1H), 8.35 (dd, J=8.7, 4... The reactants are C1(=CC=CC=C1)C=1C(=NC(=CC1)C1=CC=C2CCCNC2=C1)C(=O)OC (methyl 3-phenyl-6-(1,2,3,4-tetrahydroquinolin-7-yl)picolinate), S1C(=NC2=C1C=CC=C2)NC(OC2=CC=C(C=C2)[N+](=O)[O-])=O (4-nitrophenyl benzo[d]thiazol-2-ylcarbamate). Solvent: CC#N (CH3CN). The product is S1C(=NC2=C1C=CC=C2)NC(=O)N2CCCC1=CC=C(C=C21)C2=CC=C(C(=N2)C(=O)OC)C2=CC=CC=C2 (methyl 6-(1-(benzo[d]thiazol-2-ylcarbamoyl)-1,2,3,4-tetrahydroquinolin-7-yl)-3-phenylpicolinate). Reaction SMILES: [C:1]1([C:7]2[C:8]([C:23]([O:25][CH3:26])=[O:24])=[N:9][C:10]([C:13]3[CH:22]=[C:21]4[C:16]([CH2:17][CH2:18][CH2:19][NH:20]4)=[CH:15][CH:14]=3)=[CH:11][CH:12]=2)[CH:6]=[CH:5][CH:4]=[CH:3][CH:2]=1.[S:27]1[C:31]2[CH:32]=[CH:33][CH:34]=[CH:35][C:30]=2[N:29]=[C:28]1[NH:36][C:37](=O)[O:38]C1C=CC([N+]([O-])=O)=CC=1>CC#N>[S:27]1[C:31]2[CH:32]=[CH:33][CH:34]=[CH:35][C:30]=2[N:29]=[C:28]1[NH:36][C:37]([N:20]1[C:21]2[C:16](=[CH:15][CH:14]=[C:13]([C:10]3[N:9]=[C:8]([C:23]([O:25][CH3:26])=[O:24])[C:7]([C:1]4[CH:2]=[CH:3][CH:4]=[CH:5][CH:6]=4)=[CH:12][CH:11]=3)[CH:22]=2)[CH2:17][CH2:18][CH2:19]1)=[O:38]. Procedure: A mixture of methyl 3-phenyl-6-(1,2,3,4-tetrahydroquinolin-7-yl)picolinate (29H) (17 mg, 0.049 mmol) and 4-nitrophenyl benzo[d]thiazol-2-ylcarbamate (19) (15.5 mg, 0.049 mmol) in anhydrous CH3CN (0.8 mL) was heated to reflux for 6 hours, cooled to rt, concentrated under reduced pressure, and the crude material was purified by column chromatography on silica gel eluting with a gradient of PE:EtOAc 72:28-55:45, to provide the desired product methyl 641-(benzo[d]thiazol-2-ylcarbamoyl)-1,2,3,4-tetra... Reactants: C[O-].[Na+] (sodium methanolate), C=C1OC(C2CCC1C2)=O (4-methylene-3-oxa-bicyclo(3.2.1]octan-2-one). The solvent is CS(=O)C (dimethyl sulfoxide), O (water), CS(=O)C (dimethyl sulfoxide). Run at time 0.5 hour. Product: C12C(CC(C(CC1)C2)=O)=O (bicyclo[3.2.1]octane-2,4-dione). Yield: 88.5%. As a reaction SMILES: C[O-].[Na+].[CH2:4]=[C:5]1[CH:11]2[CH2:12][CH:8]([CH2:9][CH2:10]2)[C:7](=[O:13])[O:6]1>CS(C)=O.O>[CH:11]12[CH2:12][CH:8]([CH2:9][CH2:10]1)[C:7](=[O:13])[CH2:4][C:5]2=[O:6] |f:0.1|. Procedure: 4.27 g (79 mmol) of sodium methanolate in 40 ml of dimethyl sulfoxide are used as initial charge in a reaction vessel. A solution of 7.2 g (52 mmol) of 4-methylene-3-oxa-bicyclo(3.2.1]octan-2-one in 20 ml of dimethyl sulfoxide is fed into that solution in the course of 2.5 hours at a temperature of from 25 to 35° C., with stirring. After a further 0.5 hours, the reaction mixture is diluted with 200 ml of water and extracted twice with 100 ml of ethyl acetate. The combined organic phases are wash... Starting materials: C(C)(C)(C)OC(=O)N1[C@@H](CC(C1)=NOC)C(=O)O ((2S,4EZ)-1-(tert-butoxycarbonyl)-4-(methoxyimino)-2-pyrrolidinecarboxylic acid), CC1=C(C(=CC=C1)C)C1=CC=C(C=C1)C(=O)O (2′,6′-dimethyl[1,1′-biphenyl]-4-carboxylic acid), NCC(O)C1=CC=CC=C1 ((1RS)-2-amino-1-phenylethanol). The product is CC1=C(C(=CC=C1)C)C1=CC=C(C=C1)C(=O)N1[C@@H](CC(C1)=NOC)C(=O)NCC(C1=CC=CC=C1)O ((2S,4EZ)-1-[(2′,6′-dimethyl[1,1′-biphenyl]-4-yl)carbonyl]-N-[(2RS)-2-hydroxy-2-phenylethyl]-4-(methoxyimino)-2-pyrrolidinecarboxamide). As a reaction SMILES: C(O[C:6]([N:8]1[CH2:12][C:11](=[N:13][O:14][CH3:15])[CH2:10][C@H:9]1[C:16]([OH:18])=O)=[O:7])(C)(C)C.[CH3:19][C:20]1[CH:25]=[CH:24][CH:23]=[C:22]([CH3:26])[C:21]=1[C:27]1[CH:32]=[CH:31][C:30](C(O)=O)=[CH:29][CH:28]=1.[NH2:36][CH2:37][CH:38]([C:40]1[CH:45]=[CH:44][CH:43]=[CH:42][CH:41]=1)[OH:39]>>[CH3:26][C:22]1[CH:23]=[CH:24][CH:25]=[C:20]([CH3:19])[C:21]=1[C:27]1[CH:28]=[CH:29][C:30]([C:6]([N:8]2[CH2:12][C:11](=[N:13][O:14][CH3:15])[CH2:10][C@H:9]2[C:16]([NH:36][CH2:37][CH:38]([OH:39])[C:40]2[CH:45]=[CH:44][CH:43]=[CH:42][CH:41]=2)=[O:18])=[O:7])=[CH:31][CH:32]=1. Procedure details: Following the general method as outlined in Example 22, starting from (2S,4EZ)-1-(tert-butoxycarbonyl)-4-(methoxyimino)-2-pyrrolidinecarboxylic acid, 2′,6′-dimethyl[1,1′-biphenyl]-4-carboxylic acid, and (1RS)-2-amino-1-phenylethanol, the title compound was obtained in 95% purity by EPLC. MS(ESI+): m/z=486. Starting materials: CC(=O)C=1C(=CC=CC1O)O (2,6-dihydroxyacetophenone), C=1(C(=CC=CC1)C)OCC1CO1 (o-cresylglycidyl ether). The reagents and catalysts are [OH-].C(C1=CC=CC=C1)[N+](C)(C)C (benzyltrimethylammonium hydroxide). Run in C(C)OCCO (2-ethoxyethanol). Product: C(C)(=O)C1=C(OCC(COC2=C(C=CC=C2)C)O)C=CC=C1O (1-(2-acetyl-3-hydroxyphenoxy)-2-hydroxy-3-o-cresyloxypropane). Isolated yield 60.8%. As a reaction SMILES: [CH3:1][C:2]([C:4]1[C:5]([OH:11])=[CH:6][CH:7]=[CH:8][C:9]=1[OH:10])=[O:3].[C:12]1([O:19][CH2:20][CH:21]2[O:23][CH2:22]2)[C:13]([CH3:18])=[CH:14][CH:15]=[CH:16][CH:17]=1>C(OCCO)C.[OH-].C([N+](C)(C)C)C1C=CC=CC=1>[C:2]([C:4]1[C:9]([OH:10])=[CH:8][CH:7]=[CH:6][C:5]=1[O:11][CH2:22][CH:21]([OH:23])[CH2:20][O:19][C:12]1[CH:17]=[CH:16][CH:15]=[CH:14][C:13]=1[CH3:18])(=[O:3])[CH3:1] |f:3.4|. Procedure details: A solution of 2,6-dihydroxyacetophenone (15.2 g) and o-cresylglycidyl ether (16.4 g) in 2-ethoxyethanol (75 ml) containing benzyltrimethylammonium hydroxide solution (10 drops; 40%) was heated under reflux for 48 hours. Following removal of the 2-ethoxyethanol under reduced pressure, the resulting solid was washed with ether to give 1-(2-acetyl-3-hydroxyphenoxy)-2-hydroxy-3-o-cresyloxypropane (19.2 g) as a cream solid, m.p. 101°-102.5° C.